From a dataset of the Open Reaction Database (ORD), a public repository of structured organic reaction records. describe an organic reaction: reactants, conditions, products, and yield Reactants: NC=1C=CC(=NC1)Cl (5-Amino-2-chloropyridine), O (Water), CCOCC (ether), IN1C(CCC1=O)=O (N-iodosuccinimide). The solvent is CN(C)C=O (DMF). Reaction conditions: time 3 hour. Yields the product NC=1C(=NC(=CC1)Cl)I (3-amino-6-chloro-2-iodopyridine). The yield is 80.8%. Reaction SMILES: [NH2:1][C:2]1[CH:3]=[CH:4][C:5]([Cl:8])=[N:6][CH:7]=1.[I:9]N1C(=O)CCC1=O.O.CCOCC>CN(C=O)C>[NH2:1][C:2]1[C:7]([I:9])=[N:6][C:5]([Cl:8])=[CH:4][CH:3]=1. Procedure: 5-Amino-2-chloropyridine (3.0 g) was dissolved in DMF (40 mL), N-iodosuccinimide (5.25 g) was added and the reaction mixture was stirred at room temperature for 3 hours. Water and MTB-ether were added to the reaction mixture, the layers were separated and the organic layer was washed 3× with water, washed with brine, dried over MgSO4 and concentrated in vacuum. The residue was purified by column chromatography (silica 60, hexane/ethyl acetate=3:1, Rf=0.30) to afford 4.80 g of the title compound ...